Dataset: the Open Reaction Database (ORD), a public repository of structured organic reaction records. Task: describe an organic reaction: reactants, conditions, products, and yield Reactants: C=CCBr, COc1ccc(-c2n[nH]c3c(C(F)(F)F)cccc23)c(C)c1, [H-], [Na+]. Yields the product C=CCn1nc(-c2ccc(OC)cc2C)c2cccc(C(F)(F)F)c21. As a reaction SMILES: [CH2:25]([CH:26]=[CH2:27])[Br:28].[CH3:1][O:2][c:3]1[cH:4][c:5]([CH3:22])[c:6](-[c:9]2[n:10][nH:11][c:12]3[c:13]([C:18]([F:19])([F:20])[F:21])[cH:14][cH:15][cH:16][c:17]23)[cH:7][cH:8]1.[H-:23].[Na+:24]>>[CH3:1][O:2][c:3]1[cH:4][c:5]([CH3:22])[c:6](-[c:9]2[n:10][n:11]([CH2:27][CH:26]=[CH2:25])[c:12]3[c:13]([C:18]([F:19])([F:20])[F:21])[cH:14][cH:15][cH:16][c:17]23)[cH:7][cH:8]1. The reactants are Cl (hydrochloric acid), Cl.C(C)N=C=NCCCN(C)C (1-Ethyl-3-(3-dimethylaminopropyl)carbodiimide hydrochloride), COC=1C=C(C=CC1)CC1C(CCCC1)C(=O)O (2-[(3-methoxyphenyl)methyl]cyclohexanecarboxylic acid), C1(=CC=CC=C1)C(=O)C(O)C1=CC=CC=C1 (benzoin). The reagents and catalysts are CN(C1=CC=NC=C1)C (4-dimethylaminopyridine). Run in C(C)(=O)OCC (ethyl acetate), ClCCl (dichloromethane). Reaction conditions: time 1 hour. Yields the product COC=1C=C(C=CC1)CC1C(CCCC1)C(=O)OC(C(C1=CC=CC=C1)=O)C1=CC=CC=C1 (2-oxo-1,2-diphenylethyl 2-[(3-methoxyphenyl)-methyl]cyclohexanecarboxylate). The yield is 51.1%. RXN SMILES: Cl.C(N=C=NCCCN(C)C)C.[CH3:13][O:14][C:15]1[CH:16]=[C:17]([CH2:21][CH:22]2[CH2:27][CH2:26][CH2:25][CH2:24][CH:23]2[C:28]([OH:30])=[O:29])[CH:18]=[CH:19][CH:20]=1.[C:31]1([C:37]([CH:39]([C:41]2[CH:46]=[CH:45][CH:44]=[CH:43][CH:42]=2)O)=[O:38])[CH:36]=[CH:35][CH:34]=[CH:33][CH:32]=1.Cl>CN(C)C1C=CN=CC=1.ClCCl.C(OCC)(=O)C>[CH3:13][O:14][C:15]1[CH:16]=[C:17]([CH2:21][CH:22]2[CH2:27][CH2:26][CH2:25][CH2:24][CH:23]2[C:28]([O:30][CH:39]([C:41]2[CH:46]=[CH:45][CH:44]=[CH:43][CH:42]=2)[C:37](=[O:38])[C:31]2[CH:36]=[CH:35][CH:34]=[CH:33][CH:32]=2)=[O:29])[CH:18]=[CH:19][CH:20]=1 |f:0.1|. Procedure: 1-Ethyl-3-(3-dimethylaminopropyl)carbodiimide hydrochloride (501 mg) was added to a stirred solution of 2-[(3-methoxyphenyl)methyl]cyclohexanecarboxylic acid (500 mg), benzoin (427 mg), and 4-dimethylaminopyridine (12.2 mg) in dichloromethane (10 ml) under ice cooling. The resulting mixture was stirred at the same temperature for 2 hours and at room temperature for 1 hour, and then a mixture of ethyl acetate and 1N hydrochloric acid was added thereto. The organic layer was separated, washed succ...